From a dataset of the Open Reaction Database (ORD), a public repository of structured organic reaction records. describe an organic reaction: reactants, conditions, products, and yield As a reaction SMILES: [CH2:1]([NH2:13])[CH2:2][CH2:3][CH2:4][CH2:5][CH2:6][CH2:7][CH2:8][CH2:9][CH2:10][CH2:11][CH3:12].[CH:14](=O)[C:15]1[CH:20]=[CH:19][CH:18]=[CH:17][CH:16]=1.C(O)(=O)C>C(O)C>[CH:14](=[N:13][CH2:1][CH2:2][CH2:3][CH2:4][CH2:5][CH2:6][CH2:7][CH2:8][CH2:9][CH2:10][CH2:11][CH3:12])[C:15]1[CH:20]=[CH:19][CH:18]=[CH:17][CH:16]=1. Procedure details: 18.5 g (0.1 mol.) of n-dodecylamine, 10.6 g (0.1 mol.) of benzaldehyde and a catalytic amount of acetic acid were reacted in anhydrous ethanol at 60°~70° C. for 4 hours. After distilling ethanol off, the residue was further distilled under reduced pressure to obtain N-benzylidene-n-dodecylamine (II), (b.p. 160°~163° C./0.6 mmHg) as a transparent oil which includes low melting solids. The solvent is C(C)O (ethanol). The product is C(C1=CC=CC=C1)=NCCCCCCCCCCCC (N-benzylidene-n-dodecylamine). Starting materials: C(CCCCCCCCCCC)N (n-dodecylamine), C(C1=CC=CC=C1)=O (benzaldehyde), C(C)(=O)O (acetic acid).